Dataset: the Open Reaction Database (ORD), a public repository of structured organic reaction records. Task: describe an organic reaction: reactants, conditions, products, and yield The reactants are O (water), Cl.NO (hydroxylamine hydrochloride), C([O-])([O-])=O.[Na+].[Na+] (sodium carbonate), C(#N)C1=CC=C2C=C(N(C2=C1)CC)CC[C@H]1N(CCC1)C(=O)[C@@H]1N(CCC1)CC(=O)OCC (ethyl 2-[(R)-2-[[(S)-2-[2-(6-cyano-1-ethylindol-2-yl)ethyl]pyrrolidinyl]carbonyl]pyrrolidinyl]acetate). The solvent is CO (methanol). Product: ON=NCC1=CC=C2C=C(N(C2=C1)CC)CC[C@H]1N(CCC1)C(=O)[C@@H]1N(CCC1)CC(=O)OCC (ethyl 2-[(R)-2-[[(S)-2-[2-[6-[(hydroxyimino)aminomethyl]-1-ethylindol-2-yl]ethyl]pyrrolidinyl]carbonyl]pyrrolidinyl]acetate). Isolated yield 5.2%. Reaction SMILES: [C:1]([C:3]1[CH:11]=[C:10]2[C:6]([CH:7]=[C:8]([CH2:14][CH2:15][C@@H:16]3[CH2:20][CH2:19][CH2:18][N:17]3[C:21]([C@H:23]3[CH2:27][CH2:26][CH2:25][N:24]3[CH2:28][C:29]([O:31][CH2:32][CH3:33])=[O:30])=[O:22])[N:9]2[CH2:12][CH3:13])=[CH:5][CH:4]=1)#[N:2].Cl.[NH2:35][OH:36].C(=O)([O-])[O-].[Na+].[Na+].O>CO>[OH:36][N:35]=[N:2][CH2:1][C:3]1[CH:11]=[C:10]2[C:6]([CH:7]=[C:8]([CH2:14][CH2:15][C@@H:16]3[CH2:20][CH2:19][CH2:18][N:17]3[C:21]([C@H:23]3[CH2:27][CH2:26][CH2:25][N:24]3[CH2:28][C:29]([O:31][CH2:32][CH3:33])=[O:30])=[O:22])[N:9]2[CH2:12][CH3:13])=[CH:5][CH:4]=1 |f:1.2,3.4.5|. Procedure: 480 mg of ethyl 2-[(R)-2-[[(S)-2-[2-(6-cyano-1-ethylindol-2-yl)ethyl]pyrrolidinyl]carbonyl]pyrrolidinyl]acetate obtained in Example 60-a) was dissolved in methanol. 304 mg of hydroxylamine hydrochloride and 695 mg of sodium carbonate were added and the reaction solution was refluxed overnight with stirring. After water was added, the reaction solution was extracted two times with dichloromethane. The extract was dried over MgSO4 and distilled under reduced pressure. The residue was purified with...